This data is from the Open Reaction Database (ORD), a public repository of structured organic reaction records. The task is: describe an organic reaction: reactants, conditions, products, and yield Reactants: C(=O)(OC(C)(C)C)N1CCC(CC1)=O (Boc-4-piperidone), CN (Methylamine), Cl.CN (methylamine hydrochloride), [OH-].[Na+] (sodium hydroxide), N=1ON=C2C1C=CC(=C2)C(=O)Cl ([2,1,3]-benzoxadiazole-5-carbonylchloride). Reagents/catalysts: [Pd] (Pd). Solvent: CO (methanol), C1CCOC1 (THF), CCN(CC)CC (NEt3), ClCCl (dichloromethane). Conditions: time 18 hour. Product: C(C)(C)(C)OC(=O)N1CCC(CC1)N(C)C(=O)C1=CC=2C(=NON2)C=C1 (tert-Butyl-4-[([2,1,3]-benzoxadiazol-5-ylcarbonyl)(methyl)amino]piperidine-1-carboxylate). Reaction SMILES: [CH3:1][NH2:2].Cl.CN.[OH-].[Na+].[C:8]([N:15]1[CH2:20][CH2:19][C:18](=O)[CH2:17][CH2:16]1)([O:10][C:11]([CH3:14])([CH3:13])[CH3:12])=[O:9].[N:22]1[O:23][N:24]=[C:25]2[CH:30]=[C:29]([C:31](Cl)=[O:32])[CH:28]=[CH:27][C:26]=12>CO.C1COCC1.CCN(CC)CC.ClCCl.[Pd]>[C:11]([O:10][C:8]([N:15]1[CH2:20][CH2:19][CH:18]([N:2]([C:31]([C:29]2[CH:28]=[CH:27][C:26]3=[N:22][O:23][N:24]=[C:25]3[CH:30]=2)=[O:32])[CH3:1])[CH2:17][CH2:16]1)=[O:9])([CH3:14])([CH3:13])[CH3:12] |f:1.2,3.4|. Procedure: Methylamine (generated by heating a mixture of 10 g of methylamine hydrochloride and 18 g of sodium hydroxide) was condensed into a solution of Boc-4-piperidone (3.5 g, 17.6 mmol) in methanol (30 ml) and THF (30 ml). 10% Pd on C (600 mg) was added and the mixture was hydrogenated at room temperature for 18 hours. The solids were filtered off, washed with methanol (20 ml) and concentrated under vacuum. The residue was dissolved in chloroform (50 ml) and NEt3 (4 ml), and a solution of [2,1,3]-benz...